Dataset: the Open Reaction Database (ORD), a public repository of structured organic reaction records. Task: describe an organic reaction: reactants, conditions, products, and yield The reactants are COC(=O)C=Cc1ccc2c(c1)C(=O)CC1(CCN(CCc3ccc(C)cc3)CC1)O2, Cl. Product: Cc1ccc(CCN2CCC3(CC2)CC(=O)c2cc(C=CC(=O)O)ccc2O3)cc1. RXN SMILES: [CH3:1][O:2][C:3]([CH:4]=[CH:5][c:6]1[cH:7][c:8]2[c:13]([cH:14][cH:15]1)[O:12][C:11]1([CH2:10][C:9]2=[O:30])[CH2:16][CH2:17][N:18]([CH2:21][CH2:22][c:23]2[cH:24][cH:25][c:26]([CH3:29])[cH:27][cH:28]2)[CH2:19][CH2:20]1)=[O:31].[ClH:32]>>[O:2]=[C:3]([CH:4]=[CH:5][c:6]1[cH:7][c:8]2[c:13]([cH:14][cH:15]1)[O:12][C:11]1([CH2:10][C:9]2=[O:30])[CH2:16][CH2:17][N:18]([CH2:21][CH2:22][c:23]2[cH:24][cH:25][c:26]([CH3:29])[cH:27][cH:28]2)[CH2:19][CH2:20]1)[OH:31].